Dataset: the Open Reaction Database (ORD), a public repository of structured organic reaction records. Task: describe an organic reaction: reactants, conditions, products, and yield Starting materials: Cc1nnc(-c2ccnc(N(C(=O)[O-])C(C)(C)C)c2)o1, O=C(O)C(F)(F)F. Product: Cc1nnc(-c2ccnc(N)c2)o1. Reaction SMILES: [C:1]([N:5]([C:2](=[O:3])[O-:4])[c:9]1[n:10][cH:11][cH:12][c:13](-[c:15]2[o:16][c:17]([CH3:20])[n:18][n:19]2)[cH:14]1)([CH3:6])([CH3:7])[CH3:8].[OH:21][C:22]([C:23]([F:24])([F:25])[F:26])=[O:27]>>[NH2:5][c:9]1[n:10][cH:11][cH:12][c:13](-[c:15]2[o:16][c:17]([CH3:20])[n:18][n:19]2)[cH:14]1.